Dataset: the Open Reaction Database (ORD), a public repository of structured organic reaction records. Task: describe an organic reaction: reactants, conditions, products, and yield The reactants are C1CCOC1, COC(=O)c1ccc(Oc2cnc(NC(=O)C(OC3CCOC3)c3ccc(S(=O)(=O)C4CC4)cc3)s2)cc1, CO, [Li+], [OH-], O. Product: O=C(O)c1ccc(Oc2cnc(NC(=O)C(OC3CCOC3)c3ccc(S(=O)(=O)C4CC4)cc3)s2)cc1. Reaction SMILES: [CH2:41]1[O:42][CH2:43][CH2:44][CH2:45]1.[CH3:1][O:2][C:3]([c:4]1[cH:5][cH:6][c:7]([O:10][c:11]2[cH:12][n:13][c:14]([NH:16][C:17]([CH:18]([O:19][CH:20]3[CH2:21][O:22][CH2:23][CH2:24]3)[c:25]3[cH:26][cH:27][c:28]([S:31](=[O:32])(=[O:33])[CH:34]4[CH2:35][CH2:36]4)[cH:29][cH:30]3)=[O:37])[s:15]2)[cH:8][cH:9]1)=[O:38].[CH3:46][OH:47].[Li+:40].[OH-:39].[OH2:48]>>[O:2]=[C:3]([c:4]1[cH:5][cH:6][c:7]([O:10][c:11]2[cH:12][n:13][c:14]([NH:16][C:17]([CH:18]([O:19][CH:20]3[CH2:21][O:22][CH2:23][CH2:24]3)[c:25]3[cH:26][cH:27][c:28]([S:31](=[O:32])(=[O:33])[CH:34]4[CH2:35][CH2:36]4)[cH:29][cH:30]3)=[O:37])[s:15]2)[cH:8][cH:9]1)[OH:38]. Reactants: CON=C(CBr)C1=C(C=CC=C1)O (2-bromo-1-(2-hydroxy-phenyl)-ethanone O-methyl-oxime), C([O-])([O-])=O.[Na+].[Na+] (sodium carbonate). The solvent is COC(C)(C)C (tert-butyl methyl ether), O (water). Run at time 5 day. The product is CON=C1COC2=C1C=CC=C2 (benzofuran-3-one O-methyl-oxime). Yield: 92.0%. RXN SMILES: [CH3:1][O:2][N:3]=[C:4]([C:7]1[CH:12]=[CH:11][CH:10]=[CH:9][C:8]=1[OH:13])[CH2:5]Br.C(=O)([O-])[O-].[Na+].[Na+]>COC(C)(C)C.O>[CH3:1][O:2][N:3]=[C:4]1[C:7]2[CH:12]=[CH:11][CH:10]=[CH:9][C:8]=2[O:13][CH2:5]1 |f:1.2.3|. Reported procedure: 74 g (0.303 mol) of 2-bromo-1-(2-hydroxy-phenyl)-ethanone O-methyl-oxime are dissolved in 350 ml of tert-butyl methyl ether and heated under reflux with a solution of 40 g (0.377 mol) of sodium carbonate in 400 ml of water with vigorous stirring for 5 days. The organic phase is separated off and dried over sodium sulphate and the solvent is distilled off under reduced pressure, affording 45.5 g (82.8% of theory, 90% of Z isomer according to HPLC analysis) of crude benzofuran-3-one O-methyl-oxime...